describe an organic reaction: reactants, conditions, products, and yield From a dataset of the Open Reaction Database (ORD), a public repository of structured organic reaction records. Starting materials: ClC=1C=C(C=CC1)C(CC#N)(C)O (3-(3-chlorophenyl)-3-hydroxybutanenitrile), [H-].[H-].[H-].[H-].[Li+].[Al+3] (LiAlH4). The solvent is C1CCOC1 (THF), [OH-].[Na+] (NaOH). Reaction conditions: time 5 minute. The product is NCCC(C)(O)C1=CC(=CC=C1)Cl (4-amino-2-(3-chlorophenyl)butan-2-ol). Isolated yield 135.0%. RXN SMILES: [Cl:1][C:2]1[CH:3]=[C:4]([C:8]([OH:13])([CH3:12])[CH2:9][C:10]#[N:11])[CH:5]=[CH:6][CH:7]=1.[H-].[H-].[H-].[H-].[Li+].[Al+3]>C1COCC1.[OH-].[Na+]>[NH2:11][CH2:10][CH2:9][C:8]([C:4]1[CH:5]=[CH:6][CH:7]=[C:2]([Cl:1])[CH:3]=1)([OH:13])[CH3:12] |f:1.2.3.4.5.6,8.9|. Reported procedure: A solution of 3-(3-chlorophenyl)-3-hydroxybutanenitrile (400 mg, 2.04 mmol) in dry THF (10 mL) was cooled to 0° C. LiAlH4 powder (155 mg, 2 equiv.) was added. After 5 min, the mixture was warmed to rt and stirred for 4 h. The mixture was then heated to reflux for 6 h. The mixture was diluted with 1 M aq NaOH (30 mL) and extracted with CH2Cl2 (2×100 mL). The combined CH2Cl2 extracts were washed with brine, dried over Na2SO4 and concentrated to afford crude 4-amino-2-(3-chlorophenyl)butan-2-ol (55... Solvent: C1=CC=CC=C1 (benzene), C1=CC=CC=C1 (benzene). Reactants: ice water, stannic chloride, C1(CCCC1)C(C(=O)O)CCC1=CC(=C(C(=C1)OC)Cl)Cl (2-Cyclopentyl-4-(3,4-dichloro-5-methoxyphenyl)-butanoic acid), P(Cl)(Cl)(Cl)(Cl)Cl (phosphorous pentachloride). Procedure details: 2-Cyclopentyl-4-(3,4-dichloro-5-methoxyphenyl)-butanoic acid (13.1 g., 0.04 mole), dry benzene (100 ml.) and phosphorous pentachloride (7.5 g., 0.034 mole) are refluxed for one hour with stirring. The mixture is cooled to 5° C. and anhydrous stannic chloride (5 ml.) in dry benzene (25 ml.) is added portionwise. The mixture is allowed to warm to 20°-25° C. and kept for 24 hours after which it is poured into ice water. The organic material is extracted with a suitable solvent. The extract is washe... As a reaction SMILES: [CH:1]1([CH:6]([CH2:10][CH2:11][C:12]2[CH:17]=[C:16]([O:18][CH3:19])[C:15]([Cl:20])=[C:14]([Cl:21])[CH:13]=2)[C:7]([OH:9])=O)[CH2:5][CH2:4][CH2:3][CH2:2]1.P(Cl)(Cl)(Cl)(Cl)Cl>C1C=CC=CC=1>[CH:1]1([CH:6]2[CH2:10][CH2:11][C:12]3[C:13](=[C:14]([Cl:21])[C:15]([Cl:20])=[C:16]([O:18][CH3:19])[CH:17]=3)[C:7]2=[O:9])[CH2:2][CH2:3][CH2:4][CH2:5]1. Conditions: temperature 5 celsius, time 24 hour. Yields the product C1(CCCC1)C1C(C2=C(C(=C(C=C2CC1)OC)Cl)Cl)=O (2-cyclopentyl-6-methoxy-7,8-dichloro-1-tetralone). Product: C(C1=CC=CC=C1)(=O)O[C@@H](CC)[C@H]1OC([C@@H](C1)C)O ([(1S)-1-[(2S,4R)-5-hydroxy-4-methyl-tetrahydrofuran-2-yl]propyl] benzoate). Isolated yield 90.8%. Reaction SMILES: [C:1]([O:9][C@H:10]([C@@H:13]1[CH2:17][C@@H:16]([CH3:18])[C:15](=[O:19])[O:14]1)[CH2:11][CH3:12])(=[O:8])[C:2]1[CH:7]=[CH:6][CH:5]=[CH:4][CH:3]=1.[H-].C([Al+]CC(C)C)C(C)C>C1COCC1>[C:1]([O:9][C@H:10]([C@@H:13]1[CH2:17][C@@H:16]([CH3:18])[CH:15]([OH:19])[O:14]1)[CH2:11][CH3:12])(=[O:8])[C:2]1[CH:7]=[CH:6][CH:5]=[CH:4][CH:3]=1 |f:1.2|. The reactants are C(C1=CC=CC=C1)(=O)O[C@@H](CC)[C@H]1OC([C@@H](C1)C)=O ([(1S)-1-[(2S,4R)-4-methyl-5-oxo-tetrahydrofuran-2-yl]propyl] benzoate), C(C1=CC=CC=C1)(=O)O[C@@H](CC)[C@H]1OC([C@@H](C1)C)=O ([(1S)-1-[(2S,4R)-4-methyl-5-oxo-tetrahydrofuran-2-yl]propyl] benzoate), [H-].C(C(C)C)[Al+]CC(C)C (diisobutyl aluminium hydride). Solvent: C1CCOC1 (THF). Procedure details: To a solution of [(1S)-1-[(2S,4R)-4-methyl-5-oxo-tetrahydrofuran-2-yl]propyl] benzoate (compound 28h, 1.3 g, 5.0 mmol) in THF (100 mL) was added diisobutyl aluminium hydride (11 mL, 11 mmol) dropwise at −78° C. and the mixture was stirred at −78° C. for 2 hours. The mixture was quenched by saturated NH4Cl solution (5 mL) and extracted with EtOAc (100 mL) twice. The organic layers were combined, washed with brine (50 ml), dried over Na2SO4 and concentrated in vacuo to afford 1.2 g crude product o... Conditions: temperature -78 celsius, time 2 hour. The reactants are CCC(c1cccc(OC)c1)C(Cc1ccccc1)CN(C)C, CCCC[Al+]CCCC, COC, CCO, Cc1ccccc1, CCOC(C)=O, Cl, [H-], O. Product: CCC(c1cccc(O)c1)C(Cc1ccccc1)CN(C)C, Cl. As a reaction SMILES: [CH2:15]([c:16]1[cH:17][cH:18][cH:19][cH:20][cH:21]1)[CH:22]([CH2:23][N:24]([CH3:25])[CH3:26])[CH:27]([CH2:28][CH3:29])[c:30]1[cH:31][c:32]([O:36][CH3:37])[cH:33][cH:34][cH:35]1.[CH2:5]([Al+:6][CH2:7][CH2:8][CH2:9][CH3:10])[CH2:11][CH2:12][CH3:13].[CH3:1][O:2][CH3:3].[CH3:38][CH2:39][OH:40].[CH3:41][c:42]1[cH:43][cH:44][cH:45][cH:46][cH:47]1.[CH3:48][CH2:49][O:50][C:51](=[O:52])[CH3:53].[ClH:14].[H-:4].[OH2:54]>>[CH2:15]([c:16]1[cH:17][cH:18][cH:19][cH:20][cH:21]1)[CH:22]([CH2:23][N:24]([CH3:25])[CH3:26])[CH:27]([CH2:28][CH3:29])[c:30]1[cH:31][c:32]([OH:36])[cH:33][cH:34][cH:35]1.[ClH:14]. Reactants: B, O=C(O)c1cc(F)cc(Br)c1, CO, CCOC(C)=O, C1CCOC1, C1CCOC1. Product: OCc1cc(F)cc(Br)c1. Reaction SMILES: [BH3:17].[Br:1][c:2]1[cH:3][c:4]([C:5](=[O:6])[OH:7])[cH:8][c:9]([F:11])[cH:10]1.[CH3:18][OH:19].[CH3:25][CH2:26][O:27][C:28](=[O:29])[CH3:30].[O:12]1[CH2:13][CH2:14][CH2:15][CH2:16]1.[O:20]1[CH2:21][CH2:22][CH2:23][CH2:24]1>>[Br:1][c:2]1[cH:3][c:4]([CH2:5][OH:6])[cH:8][c:9]([F:11])[cH:10]1. Starting materials: [Al+3], S=C=S, CC(C)Cl, [Cl-], [Cl-], [Cl-], O=Cc1ccco1. The product is CC(C)c1coc(C=O)c1. As a reaction SMILES: [Al+3:2].[C:16](=[S:17])=[S:18].[CH:12]([CH3:13])([CH3:14])[Cl:15].[Cl-:1].[Cl-:3].[Cl-:4].[o:5]1[c:6]([CH:10]=[O:11])[cH:7][cH:8][cH:9]1>>[o:5]1[c:6]([CH:10]=[O:11])[cH:7][c:8]([CH:12]([CH3:13])[CH3:14])[cH:9]1.